From a dataset of the Open Reaction Database (ORD), a public repository of structured organic reaction records. describe an organic reaction: reactants, conditions, products, and yield The reactants are N1=CN=CN=C1 (1,3,5-triazine), Cl.N(N)C=1C=C(C(=O)OC)C=CC1 (methyl 3-hydrazinobenzoate hydrochloride), C(Cl)(Cl)Cl (chloroform). The solvent is C(C)O (ethanol). Product: N1(N=CN=C1)C=1C=C(C(=O)OC)C=CC1 (methyl 3-(1,2,4-triazol-1-yl)benzoate). Isolated yield 76.7%. As a reaction SMILES: [N:1]1[CH:6]=[N:5][CH:4]=[N:3][CH:2]=1.Cl.N([C:10]1[CH:11]=[C:12]([CH:17]=C[CH:19]=1)[C:13]([O:15][CH3:16])=[O:14])N.C(Cl)(Cl)Cl>C(O)C>[N:5]1([C:6]2[CH:17]=[C:12]([CH:11]=[CH:10][CH:19]=2)[C:13]([O:15][CH3:16])=[O:14])[CH:4]=[N:3][CH:2]=[N:1]1 |f:1.2|. Procedure details: 1.04 g of 1,3,5-triazine was added to a solution of 3.7 g of methyl 3-hydrazinobenzoate hydrochloride in 20 ml of ethanol. The mixture was refluxed by heating, for 3 hours. The reaction mixture was allowed to cool and mixed with chloroform. The resulting insolubles were removed by filtration. The filtrate was concentrated under reduced pressure. The residue was purified by silica gel column chromatography (eluant: methylene chloride/methanol=100/0 to 100/1) and then subjected to crystallization ...